This data is from the Open Reaction Database (ORD), a public repository of structured organic reaction records. The task is: describe an organic reaction: reactants, conditions, products, and yield Reactants: C=CC12CCc3cc(O)ccc3C1C(CCCCCCNC)CC1(C)C(O)CCC12, Cc1ccc(S(=O)(=O)OCCCCCCCC(F)(F)C(F)(F)F)cc1. Product: C=CC12CCc3cc(O)ccc3C1C(CCCCCCN(C)CCCCCCCC(F)(F)C(F)(F)F)CC1(C)C(O)CCC12. Reaction SMILES: [CH3:26][NH:27][CH2:28][CH2:29][CH2:30][CH2:31][CH2:32][CH2:33][CH:34]1[CH:35]2[c:36]3[cH:37][cH:38][c:39]([OH:55])[cH:40][c:41]3[CH2:42][CH2:43][C:44]2([CH:53]=[CH2:54])[CH:45]2[CH2:46][CH2:47][CH:48]([OH:52])[C:49]2([CH3:50])[CH2:51]1.[O:1]([S:2]([c:3]1[cH:4][cH:5][c:6]([CH3:7])[cH:8][cH:9]1)(=[O:10])=[O:11])[CH2:12][CH2:13][CH2:14][CH2:15][CH2:16][CH2:17][CH2:18][C:19]([C:20]([F:21])([F:22])[F:23])([F:24])[F:25]>>[CH2:12]([CH2:13][CH2:14][CH2:15][CH2:16][CH2:17][CH2:18][C:19]([C:20]([F:21])([F:22])[F:23])([F:24])[F:25])[N:27]([CH3:26])[CH2:28][CH2:29][CH2:30][CH2:31][CH2:32][CH2:33][CH:34]1[CH:35]2[c:36]3[cH:37][cH:38][c:39]([OH:55])[cH:40][c:41]3[CH2:42][CH2:43][C:44]2([CH:53]=[CH2:54])[CH:45]2[CH2:46][CH2:47][CH:48]([OH:52])[C:49]2([CH3:50])[CH2:51]1. The reactants are CC(=O)OC1CSC(Oc2ccc(I)nc2Cl)C(OC(C)=O)C1OC(C)=O, OB(O)c1cccnc1F. The product is CC(=O)OC1CSC(Oc2ccc(-c3cccnc3F)nc2Cl)C(OC(C)=O)C1OC(C)=O. As a reaction SMILES: [C:1]([CH3:2])(=[O:3])[O:4][CH:5]1[CH:6]([O:7][c:8]2[c:9]([Cl:15])[n:10][c:11]([I:14])[cH:12][cH:13]2)[S:16][CH2:17][CH:18]([O:24][C:25]([CH3:26])=[O:27])[CH:19]1[O:20][C:21]([CH3:22])=[O:23].[F:28][c:29]1[n:30][cH:31][cH:32][cH:33][c:34]1[B:35]([OH:36])[OH:37]>>[C:1]([CH3:2])(=[O:3])[O:4][CH:5]1[CH:6]([O:7][c:8]2[c:9]([Cl:15])[n:10][c:11](-[c:34]3[c:29]([F:28])[n:30][cH:31][cH:32][cH:33]3)[cH:12][cH:13]2)[S:16][CH2:17][CH:18]([O:24][C:25]([CH3:26])=[O:27])[CH:19]1[O:20][C:21]([CH3:22])=[O:23]. Starting materials: COc1ccc(C2=NN(C3CCN(C(=O)CCl)CC3)C(=O)C2(C)C)cc1OC, [K+], [K+], O=C([O-])[O-], O=C1COCC(=O)N1, CN(C)C=O. Yields the product COc1ccc(C2=NN(C3CCN(C(=O)CN4C(=O)COCC4=O)CC3)C(=O)C2(C)C)cc1OC. RXN SMILES: [Cl:1][CH2:2][C:3](=[O:4])[N:5]1[CH2:6][CH2:7][CH:8]([N:11]2[N:12]=[C:13]([c:19]3[cH:20][c:21]([O:27][CH3:28])[c:22]([O:25][CH3:26])[cH:23][cH:24]3)[C:14]([CH3:17])([CH3:18])[C:15]2=[O:16])[CH2:9][CH2:10]1.[K+:37].[K+:38].[O-:39][C:40]([O-:41])=[O:42].[O:29]1[CH2:30][C:31](=[O:36])[NH:32][C:33](=[O:35])[CH2:34]1.[O:43]=[CH:44][N:45]([CH3:46])[CH3:47]>>[CH2:2]([C:3](=[O:4])[N:5]1[CH2:6][CH2:7][CH:8]([N:11]2[N:12]=[C:13]([c:19]3[cH:20][c:21]([O:27][CH3:28])[c:22]([O:25][CH3:26])[cH:23][cH:24]3)[C:14]([CH3:17])([CH3:18])[C:15]2=[O:16])[CH2:9][CH2:10]1)[N:32]1[C:31](=[O:36])[CH2:30][O:29][CH2:34][C:33]1=[O:35]. The reactants are OC1NC(C=2C=C(C3=C(C12)O[C@]12[C@](C3)([C@H](CC[C@H]1C([C@H](CC2)O)(C)C)C)C)O)=O ((6aR,7S,9aS,11S,13aS)-2,3,6,6a,7,8,9,9a,10,11,12,13-dodecahydro-1,5,11-trihydroxy-6a,7,10,10-tetramethyl-3-oxo-1H-benzo[8,8a][1]benzopyrano[2,3-e]isoindole), C1(=CC=C(C=C1)S(=O)(=O)[O-])C.[NH+]1=CC=CC=C1 (pyridinium p-toluenesulfonate), C(C)(=O)OCC (ethyl acetate). Run in C(CC)O (1-propanol). Run at time 1 hour. Yields the product OC=1C2=C(C=3C(NC(C3C1)=O)OCCC)O[C@]13[C@](C2)([C@H](CC[C@H]1C([C@H](CC3)O)(C)C)C)C ((6aR,7S,9aS,11S,13aS)-2,3,6,6a,7,8,9,9a,10,11,12,13-dodecahydro-5,11-dihydroxy-1-propoxy-6a,7,10,10-tetramethyl-3-oxo-1H-benzo[8,8a][1]benzopyrano[2,3-e]isoindole). The yield is 207.7%. RXN SMILES: [OH:1][CH:2]1[C:10]2[C:9]3[O:11][C@@:12]45[CH2:22][CH2:21][C@H:20]([OH:23])[C:19]([CH3:25])([CH3:24])[C@@H:18]4[CH2:17][CH2:16][C@H:15]([CH3:26])[C@@:13]5([CH3:27])[CH2:14][C:8]=3[C:7]([OH:28])=[CH:6][C:5]=2[C:4](=[O:29])[NH:3]1.[C:30]1(C)[CH:35]=CC(S([O-])(=O)=O)=C[CH:31]=1.[NH+]1C=CC=CC=1.C(OCC)(=O)C>C(O)CC>[OH:28][C:7]1[C:8]2[CH2:14][C@:13]3([CH3:27])[C@@H:15]([CH3:26])[CH2:16][CH2:17][C@H:18]4[C:19]([CH3:25])([CH3:24])[C@@H:20]([OH:23])[CH2:21][CH2:22][C@@:12]34[O:11][C:9]=2[C:10]2[CH:2]([O:1][CH2:31][CH2:30][CH3:35])[NH:3][C:4](=[O:29])[C:5]=2[CH:6]=1 |f:1.2|. Procedure details: To a solution of Compound (30a) (33 mg, 0.08 mmol) in 3.0 ml of 1-propanol was added 6 mg of pyridinium p-toluenesulfonate, and the mixture stirred at room temperature for one hour. To the reaction was added 20 ml of ethyl acetate. The mixture was washed with saturated brine, and dried over anhydrous sodium sulfate. After concentration under reduced pressure, the residue was purified by a column chromatography (Merck, Lobar column, size A; ethyl acetate), and by crystallization from ethyl acetat... Reactants: CN([C@H]1CN(CC1)S(=O)(=O)C=1C=C2CCN(C2=CC1)C(C)=O)C ((R)-1-(5-(3-(dimethylamino)pyrrolidin-1-ylsulfonyl)indolin-1-yl)ethanone), Cl (HCl). Solvent: C1CCOC1 (THF). Reaction conditions: temperature 60 celsius, time 1 hour. Product: N1CCC2=CC(=CC=C12)S(=O)(=O)N1C[C@@H](CC1)N(C)C ((R)-1-(indolin-5-ylsulfonyl)-N,N-dimethylpyrrolidin-3-amine). Yield: 65.0%. As a reaction SMILES: [CH3:1][N:2]([CH3:23])[C@@H:3]1[CH2:7][CH2:6][N:5]([S:8]([C:11]2[CH:12]=[C:13]3[C:17](=[CH:18][CH:19]=2)[N:16](C(=O)C)[CH2:15][CH2:14]3)(=[O:10])=[O:9])[CH2:4]1.Cl>C1COCC1>[NH:16]1[C:17]2[C:13](=[CH:12][C:11]([S:8]([N:5]3[CH2:6][CH2:7][C@@H:3]([N:2]([CH3:23])[CH3:1])[CH2:4]3)(=[O:10])=[O:9])=[CH:19][CH:18]=2)[CH2:14][CH2:15]1. Procedure details: (R)-1-(5-(3-(dimethylamino)pyrrolidin-1-ylsulfonyl)indolin-1-yl)ethanone was dissolved in THF. A 2 N HCl solution of equal volume was added, and the reaction mixture was stirred at 60° C. for 1 h. Volatiles were removed in vacuo, and the product that was precipitated was collected on a fritted glass funnel, washed with water, and was dried in vacuo at 45° C. overnight to obtain the title compound in 65% yield. 1H NMR (300 MHz, MeOD) δ ppm 2.02-2.22 (m, 1 H) 2.25-2.47 (m, 1 H) 2.88 (s, 6 H) 3.14-... Procedure details: In an argon atmosphere, a mixture of methyl benzoate (3.0 mmol), 6-aminohexan-1-ol (3.6 mmol), Zn4(OCOCF3)6O (1.25 mol % in terms of the mole number of zinc atoms; in the following Examples, the amount will be similarly expressed in terms of the mole number of zinc atoms) and diisopropyl ether (5.0 ml) was heated to reflux for 18 hours, and as a result, 6-aminohexyl benzoate having an acylated hydroxyl group was obtained at a yield of 82% (the yield is based on the carboxylic acid ester. The sam... The product is C(C1=CC=CC=C1)(=O)OCCCCCCN (6-aminohexyl benzoate). Reactants: C(C1=CC=CC=C1)(=O)OC (methyl benzoate), NCCCCCCO (6-aminohexan-1-ol), Zn4(OCOCF3)6O, C(C)(C)OC(C)C (diisopropyl ether). Isolated yield 82.0%. Reaction SMILES: [C:1]([O:9][CH3:10])(=[O:8])[C:2]1[CH:7]=[CH:6][CH:5]=[CH:4][CH:3]=1.[NH2:11][CH2:12][CH2:13][CH2:14][CH2:15][CH2:16]CO.C(OC(C)C)(C)C>>[C:1]([O:9][CH2:10][CH2:16][CH2:15][CH2:14][CH2:13][CH2:12][NH2:11])(=[O:8])[C:2]1[CH:7]=[CH:6][CH:5]=[CH:4][CH:3]=1.